Dataset: the Open Reaction Database (ORD), a public repository of structured organic reaction records. Task: describe an organic reaction: reactants, conditions, products, and yield The reactants are C1CCC(CC1)N=C=NC2CCCCC2 (DCC), C(C1=CC=CC=C1)NC(=O)NCC(C(F)(F)F)C(=O)O (1-benzyl-3-(2-hydroxycarbonyl-3,3,3-trifluoropropyl)urea). The solvent is CN(C)C=O (DMF), CN(C)C=O (DMF). Yields the product C(C1=CC=CC=C1)N1C(NCC(C1=O)C(F)(F)F)=O (3-benzyl-5-trifluoromethyl-5,6-dihydrouracil). Yield: 86.0%. As a reaction SMILES: C1CCC(N=C=NC2CCCCC2)CC1.[CH2:16]([NH:23][C:24]([NH:26][CH2:27][CH:28]([C:33]([OH:35])=O)[C:29]([F:32])([F:31])[F:30])=[O:25])[C:17]1[CH:22]=[CH:21][CH:20]=[CH:19][CH:18]=1>CN(C=O)C>[CH2:16]([N:23]1[C:33](=[O:35])[CH:28]([C:29]([F:32])([F:31])[F:30])[CH2:27][NH:26][C:24]1=[O:25])[C:17]1[CH:22]=[CH:21][CH:20]=[CH:19][CH:18]=1. Procedure: A solution of DCC (430 mg; 2.1 mmoles) in DMF (1 ml) was added dropwise to a solution of 1-benzyl-3-(2-hydroxycarbonyl-3,3,3-trifluoropropyl)urea (580 mg; 2.0 mmoles) obtained above in DMF (2 ml). One hour later, the precipitated solid was filtered off and washed with ethyl acetate. The solvents were evaporated under reduced pressure from the combined filtrates. The residue was purified by a column chromatography on silica gel (ethyl acetate:chloroform=1:1) to give 468 mg (yield: 86%) of 3-benzy... Starting materials: CCCCCC (hexane), C(C)(C)(C)C=1C=C(C=O)C=C(C1O)C(C)(C)C (3,5-di-tert-butyl-4-hydroxybenzaldehyde), [N+](=O)([O-])C1=C(C=CC=C1)CC(=O)O (2-nitrophenylacetic acid), N1CCCCC1 (piperidine). Solvent: C=1(C(=CC=CC1)C)C (xylene). Run at time 8 hour. Product: C(C)(C)(C)C1=C(C(=CC(=C1)C=CC1=C(C=CC=C1)[N+](=O)[O-])C(C)(C)C)O (2,6-di-tert-butyl-4-(2-nitrostyryl)phenol). The yield is 62.9%. As a reaction SMILES: [C:1]([C:5]1[CH:6]=[C:7]([CH:10]=[C:11]([C:14]([CH3:17])([CH3:16])[CH3:15])[C:12]=1[OH:13])[CH:8]=O)([CH3:4])([CH3:3])[CH3:2].[N+:18]([C:21]1[CH:26]=[CH:25][CH:24]=[CH:23][C:22]=1[CH2:27]C(O)=O)([O-:20])=[O:19].N1CCCCC1.CCCCCC>C1(C)C(C)=CC=CC=1>[C:1]([C:5]1[CH:6]=[C:7]([CH:8]=[CH:27][C:22]2[CH:23]=[CH:24][CH:25]=[CH:26][C:21]=2[N+:18]([O-:20])=[O:19])[CH:10]=[C:11]([C:14]([CH3:17])([CH3:16])[CH3:15])[C:12]=1[OH:13])([CH3:4])([CH3:3])[CH3:2]. Reported procedure: To a solution of 3,5-di-tert-butyl-4-hydroxybenzaldehyde (8.09 g, 34.5 mmol) and 2-nitrophenylacetic acid (9.40 g, 51.9 mmol) in xylene (60 ml) was added piperidine (0.3 ml) and the mixture was heated under reflux for 26 hrs while removing water producing with the progress of reaction. After allowing to stand overnight, hexane was added to afford as crystals 2,6-di-tert-butyl-4-(2-nitrostyryl)phenol (7.67 g, 62.9%). Starting materials: CN1CCN(CC1)C1=CC=C(C=N1)N (6-(4-methylpiperazin-1-yl)-pyridin-3-ylamine), CC=1C(=CSC1)C1=CC=C(C=2N=CC=NC12)C(=O)O (8-(4-methyl-thiophen-3-yl)-quinoxaline-5-carboxylic acid). Run at time 20 hour. Yields the product CN1CCN(CC1)C1=CC=C(C=N1)NC(=O)C=1C=2N=CC=NC2C(=CC1)C1=CSC=C1C (8-(4-Methyl-thiophen-3-yl)-quinoxaline-5-carboxylic acid [6-(4-methyl-piperazin-1-yl)-pyridin-3-yl]-amide). RXN SMILES: [CH3:1][N:2]1[CH2:7][CH2:6][N:5]([C:8]2[N:13]=[CH:12][C:11]([NH2:14])=[CH:10][CH:9]=2)[CH2:4][CH2:3]1.[CH3:15][C:16]1[C:17]([C:21]2[C:30]3[N:29]=[CH:28][CH:27]=[N:26][C:25]=3[C:24]([C:31](O)=[O:32])=[CH:23][CH:22]=2)=[CH:18][S:19][CH:20]=1>>[CH3:1][N:2]1[CH2:7][CH2:6][N:5]([C:8]2[N:13]=[CH:12][C:11]([NH:14][C:31]([C:24]3[C:25]4[N:26]=[CH:27][CH:28]=[N:29][C:30]=4[C:21]([C:17]4[C:16]([CH3:15])=[CH:20][S:19][CH:18]=4)=[CH:22][CH:23]=3)=[O:32])=[CH:10][CH:9]=2)[CH2:4][CH2:3]1. Reported procedure: The title compound was prepared in analogy to the procedure described in Step 14.1 but stirring the reaction mixture for 20 h at rt, using 6-(4-methylpiperazin-1-yl)-pyridin-3-ylamine (prepared as described in Example 33 but using N-methyl-piperazine in Step 33.2) and 8-(4-methyl-thiophen-3-yl)-quinoxaline-5-carboxylic acid (Example 67). Title compound: ESI-MS: 445.0 [M+H]+; tR=3.42 min (System 1). Procedure details: 80 mg (0.20 mmol) of 1-(morpholin-4-ylcarbonyl)-5-[4-(trifluoromethoxy)phenyl]piperidine-3-carboxylic acid (Example 44A) and 38 mg (0.22 mmol, 1.1 eq.) of 2,4-difluoro-N′-hydroxybenzenecarboximidamide were reacted according to the General Method 1. Yield: 52 mg (48% of theory) RXN SMILES: [N:1]1([C:7]([N:9]2[CH2:14][CH:13]([C:15]3[CH:20]=[CH:19][C:18]([O:21][C:22]([F:25])([F:24])[F:23])=[CH:17][CH:16]=3)[CH2:12][CH:11]([C:26]([OH:28])=O)[CH2:10]2)=[O:8])[CH2:6][CH2:5][O:4][CH2:3][CH2:2]1.[F:29][C:30]1[CH:35]=[C:34]([F:36])[CH:33]=[CH:32][C:31]=1[C:37](=[N:39]O)[NH2:38]>>[F:29][C:30]1[CH:35]=[C:34]([F:36])[CH:33]=[CH:32][C:31]=1[C:37]1[N:39]=[C:26]([CH:11]2[CH2:12][CH:13]([C:15]3[CH:20]=[CH:19][C:18]([O:21][C:22]([F:25])([F:24])[F:23])=[CH:17][CH:16]=3)[CH2:14][N:9]([C:7]([N:1]3[CH2:6][CH2:5][O:4][CH2:3][CH2:2]3)=[O:8])[CH2:10]2)[O:28][N:38]=1. Starting materials: N1(CCOCC1)C(=O)N1CC(CC(C1)C1=CC=C(C=C1)OC(F)(F)F)C(=O)O (1-(Morpholin-4-ylcarbonyl)-5-[4-(trifluoromethoxy)phenyl]piperidine-3-carboxylic acid), FC1=C(C=CC(=C1)F)C(N)=NO (2,4-difluoro-N′-hydroxybenzenecarboximidamide). Yields the product FC1=C(C=CC(=C1)F)C1=NOC(=N1)C1CN(CC(C1)C1=CC=C(C=C1)OC(F)(F)F)C(=O)N1CCOCC1 (4-({3-[3-(2,4-Difluorophenyl)-1,2,4-oxadiazol-5-yl]-5-[4-(trifluoromethoxy)phenyl]piperidin-1-yl}carbonyl)morpholine). Reactants: Cl (hydrochloride), NC1=CC=C(OC2(CCN(CC2)C)CC2=CC=CC=C2)C=C1 (4-(4-aminophenoxy)-4-benzyl-1-methylpiperidine). Run in C(C)O (ethanol). The product is C(C1=CC=CC=C1)C1(CCN(CC1)C)OC1=CC=CC=C1 (4-Benzyl-1-methyl-4-phenoxypiperidine). RXN SMILES: Cl.N[C:3]1[CH:23]=[CH:22][C:6]([O:7][C:8]2([CH2:15][C:16]3[CH:21]=[CH:20][CH:19]=[CH:18][CH:17]=3)[CH2:13][CH2:12][N:11]([CH3:14])[CH2:10][CH2:9]2)=[CH:5][CH:4]=1>C(O)C>[CH2:15]([C:8]1([O:7][C:6]2[CH:22]=[CH:23][CH:3]=[CH:4][CH:5]=2)[CH2:9][CH2:10][N:11]([CH3:14])[CH2:12][CH2:13]1)[C:16]1[CH:17]=[CH:18][CH:19]=[CH:20][CH:21]=1. Procedure: [as the hydrochloride of m.p. 197° to 198° C. (from ethanol)] from 4-(4-aminophenoxy)-4-benzyl-1-methylpiperidine.